Dataset: the Open Reaction Database (ORD), a public repository of structured organic reaction records. Task: describe an organic reaction: reactants, conditions, products, and yield The reactants are ClC=1C=C(C=CC1)C1=CC(N(C2=CC=C(C=C12)C(C1=CC=C(C(=O)OC(C)C)C=C1)(C1=CN=CN1C)O)C)=O ((±)-1-methylethyl 4-[[4(3-chlorophenyl)-1,2-dihydro-1-methyl-2-oxo-6-quinolinyl]hydroxy(1-methyl-1H-imidazol-5-yl)methyl]benzoate), [Li+].[OH-] (LiOH). The solvent is O (H2O), C1CCOC1 (THF), O (H2O), O (H2O). Product: ClC=1C=C(C=CC1)C1=CC(N(C2=CC=C(C=C12)C(C1=CC=C(C(=O)O)C=C1)(C1=CN=CN1C)O)C)=O ((±)-4-[[4-(3-chlorophenyl)-1,2-dihydro-1-methyl-2-oxo-6-quinolinyl]hydroxy(1-methyl-1H-imidazol-5-yl)methyl]benzoic acid). Isolated yield 10.8%. Reaction SMILES: [Cl:1][C:2]1[CH:3]=[C:4]([C:8]2[C:17]3[C:12](=[CH:13][CH:14]=[C:15]([C:18]([OH:37])([C:31]4[N:35]([CH3:36])[CH:34]=[N:33][CH:32]=4)[C:19]4[CH:30]=[CH:29][C:22]([C:23]([O:25]C(C)C)=[O:24])=[CH:21][CH:20]=4)[CH:16]=3)[N:11]([CH3:38])[C:10](=[O:39])[CH:9]=2)[CH:5]=[CH:6][CH:7]=1.[Li+].[OH-]>C1COCC1.O>[Cl:1][C:2]1[CH:3]=[C:4]([C:8]2[C:17]3[C:12](=[CH:13][CH:14]=[C:15]([C:18]([OH:37])([C:31]4[N:35]([CH3:36])[CH:34]=[N:33][CH:32]=4)[C:19]4[CH:20]=[CH:21][C:22]([C:23]([OH:25])=[O:24])=[CH:29][CH:30]=4)[CH:16]=3)[N:11]([CH3:38])[C:10](=[O:39])[CH:9]=2)[CH:5]=[CH:6][CH:7]=1 |f:1.2|. Reported procedure: A mixture of (±)-1-methylethyl 4-[[4(3-chlorophenyl)-1,2-dihydro-1-methyl-2-oxo-6-quinolinyl]hydroxy(1-methyl-1H-imidazol-5-yl)methyl]benzoate (described in Example B12) (0.00369 mol) and LiOH. H2O (0.00369 mol) in THF (15 ml) and H2O (8 ml) was stirred at room temperature for 72 hours, poured out into H2O and washed with EtOAc. The aqueous layer was evaporated, taken up in 2-propanone/H2O and acidified with HCl/diethyl ether. The aqueous layer was evaporated. A part of the residue (0.3 g) was t... The reactants are O=C1[C@H](CCCN2N1[C@@H](CCC2)C(=O)OC(C)(C)C)NC(CCC2=CC=CC=C2)=O ((1S,9S)t-Butyl octahydro-10-oxo-9-(3-phenylpropionylamino)-6H-pyridazino-[1,2-a][1,2]diazepine-1-carboxylate), O=C1N2N(C([C@H](CC1)NC(CCC1=CC=CC=C1)=O)=O)[C@@H](CCC2)C(=O)O ((1S,9S)6,10-Dioxo-octahydro-9-(3-phenylpropionylamino)-6H-pyridazino(1,2-a][1,2]diazepine-1-carboxylic acid). Product: O=C1[C@H](CCCN2N1[C@@H](CCC2)C(=O)O)NC(CCC2=CC=CC=C2)=O ((1S,9S)Octahydro-10-oxo-9-(3-phenylpropionylamino)-6H-pyridazino[1,2-a]-[1,2]diazepine-1-carboxylic acid). Yield: 96.0%. RXN SMILES: [O:1]=[C:2]1[N:8]2[C@H:9]([C:13]([O:15]C(C)(C)C)=[O:14])[CH2:10][CH2:11][CH2:12][N:7]2[CH2:6][CH2:5][CH2:4][C@@H:3]1[NH:20][C:21](=[O:30])[CH2:22][CH2:23][C:24]1[CH:29]=[CH:28][CH:27]=[CH:26][CH:25]=1.O=C1CC[C@H](NC(=O)CCC2C=CC=CC=2)C(=O)N2[C@H](C(O)=O)CCCN12>>[O:1]=[C:2]1[N:8]2[C@H:9]([C:13]([OH:15])=[O:14])[CH2:10][CH2:11][CH2:12][N:7]2[CH2:6][CH2:5][CH2:4][C@@H:3]1[NH:20][C:21](=[O:30])[CH2:22][CH2:23][C:24]1[CH:25]=[CH:26][CH:27]=[CH:28][CH:29]=1. Procedure: was prepared from (1S,9S)t-butyl octahydro-10-oxo-9-(3-phenylpropionylamino)-6H-pyridazino[1,2-a][1,2]diazepine-1-carboxylate (44b) by the method described for compound 45a to afford 657 mg (96%) of 45b as a crystalline solid: mp. 198-202° C.; [α]D23 -86.2° (c 0.5, CH3OH); IR (KBr) 3294, 2939, 1729, 1645, 1620, 1574, 1453, 1214; 1H NMR (CD3OD) δ 7.92 (1H, d, J=7.9), 7.20 (5H, m), 5.29 (1H, m), 4.90 (1H, m), 3.47 (1H, m), 3.08 (2H, m), 2.90 (2H, m), 2.55 (3H, m), 2.36 (1H, m), 1.81 (5H, m), 1.43 ... Reactants: OC1=CC=C(C=CC(=O)O)C=C1 (4-hydroxycinnamic acid), CO (methanol), S(O)(O)(=O)=O (sulfuric acid). Product: OC1=CC=C(C=CC(=O)OC)C=C1 (methyl 4-hydroxycinnamate). Isolated yield 77.4%. Reaction SMILES: [OH:1][C:2]1[CH:12]=[CH:11][C:5]([CH:6]=[CH:7][C:8]([OH:10])=[O:9])=[CH:4][CH:3]=1.[CH3:13]O.S(=O)(=O)(O)O>>[OH:1][C:2]1[CH:3]=[CH:4][C:5]([CH:6]=[CH:7][C:8]([O:10][CH3:13])=[O:9])=[CH:11][CH:12]=1. Procedure details: To a 250 mL round bottom flask fitted with a reflux condenser and a nitrogen inlet tube was added 20.0 g (121.8 mmol) 4-hydroxycinnamic acid, 100 mL (246.9 mmol) methanol, and 5.0 g (50.0 mmol) concentrated sulfuric acid. The reaction vessel was heated at 75°-80° C. overnight. After cooling to room temperature, the resulting solution was diluted with 150 mL distilled water, and cooled to 0° C. The resulting precipitate was filtered, washed with sat. NaHCO3 solution, and recrystallized from EtOH/... Reactants: C(C)(C)(C)OC(=O)NC[C@@H](C(=O)NC=1C=NN(C1NC(C1=CC=CC=C1)(C1=CC=CC=C1)C1=CC=CC=C1)C)N/C(=N/C(OC(C)(C)C)=O)/NC(OC(C)(C)C)=O (di-tert-butyl {(Z)-[((1S)-1-{[(tert-butoxycarbonyl)amino]methyl}-2-{[1-methyl-5-(tritylamino)-1H-pyrazol-4-yl]amino}-2-oxoethyl)amino]methylylidene}biscarbamate), S(O)(O)(=O)=O (sulfuric acid), NC1=NC(=NS1)/C(/C(=O)N[C@H]1[C@@H]2N(C(=C(CS2)CCl)C(=O)OCC2=CC=C(C=C2)OC)C1=O)=N/OC(C)(C)C(=O)OC(C)(C)C (4-methoxybenzyl 7β-[(Z)-2-(5-amino-1,2,4-thiadiazol-3-yl)-2-(1-tert-butoxycarbonyl-1-methylethoxyimino)acetamido]-3-chloromethyl-3-cephem-4-carboxylate), C[Si](NC(=O)N[Si](C)(C)C)(C)C (1,3-bis(trimethylsilyl)urea), [I-].[K+] (potassium iodide). Solvent: C(C)(=O)OCC (ethyl acetate), CN1CCOCC1 (N-methylmorpholine). Reaction conditions: time 30 minute. Yields the product S(=O)(=O)(O)[O-].NC1=NC(=NS1)/C(/C(=O)N[C@H]1[C@@H]2N(C(=C(CS2)C[N+]=2N(C(=C(C2)NC([C@H](CN)NC(=N)N)=O)N)C)C(=O)O)C1=O)=N/OC(C)(C)C(=O)O (7β-[(Z)-2-(5-amino-1,2,4-thiadiazol-3-yl)-2-(1-carboxy-1-methylethoxyimino)acetamido]-3-(3-amino-4-{[(2S)-3-amino-2-(guanidino)propanoyl]amino}-2-methyl-1-pyrazolio)methyl-3-cephem-4-carboxylic acid hydrogensulfate). RXN SMILES: [NH2:1][C:2]1[S:6][N:5]=[C:4](/[C:7](=[N:34]/[O:35][C:36]([C:39]([O:41]C(C)(C)C)=[O:40])([CH3:38])[CH3:37])/[C:8]([NH:10][C@@H:11]2[C:32](=[O:33])[N:13]3[C:14]([C:20]([O:22]CC4C=CC(OC)=CC=4)=[O:21])=[C:15]([CH2:18]Cl)[CH2:16][S:17][C@H:12]23)=[O:9])[N:3]=1.C[Si](C)(C)NC(N[Si](C)(C)C)=O.[I-].[K+].C(OC([NH:67][CH2:68][C@H:69]([NH:99]/[C:100](/[NH:109]C(=O)OC(C)(C)C)=[N:101]/C(=O)OC(C)(C)C)[C:70]([NH:72][C:73]1[CH:74]=[N:75][N:76]([CH3:98])[C:77]=1[NH:78]C(C1C=CC=CC=1)(C1C=CC=CC=1)C1C=CC=CC=1)=[O:71])=O)(C)(C)C.[S:117](=[O:121])(=[O:120])([OH:119])[OH:118]>CN1CCOCC1.C(OCC)(=O)C>[S:117]([O-:121])([OH:120])(=[O:119])=[O:118].[NH2:1][C:2]1[S:6][N:5]=[C:4](/[C:7](=[N:34]/[O:35][C:36]([C:39]([OH:41])=[O:40])([CH3:37])[CH3:38])/[C:8]([NH:10][C@@H:11]2[C:32](=[O:33])[N:13]3[C:14]([C:20]([OH:22])=[O:21])=[C:15]([CH2:18][N+:75]4[N:76]([CH3:98])[C:77]([NH2:78])=[C:73]([NH:72][C:70](=[O:71])[C@@H:69]([NH:99][C:100]([NH2:109])=[NH:101])[CH2:68][NH2:67])[CH:74]=4)[CH2:16][S:17][C@H:12]23)=[O:9])[N:3]=1 |f:2.3,8.9|. Procedure: To a solution of 4-methoxybenzyl 7β-[(Z)-2-(5-amino-1,2,4-thiadiazol-3-yl)-2-(1-tert-butoxycarbonyl-1-methylethoxyimino)acetamido]-3-chloromethyl-3-cephem-4-carboxylate (681 mg) in N-methylmorpholine (2 ml) was added 1,3-bis(trimethylsilyl)urea (1.02 g) and the mixture was stirred at room temperature for 30 minutes. To the solution was added potassium iodide (183 mg) and the mixture was stirred at room temperature for 30 minutes. To the reaction mixture was added di-tert-butyl {(Z)-[((1S)-1-{[(t... Starting materials: OO (H2O2), BrC1=CC=C(C=C1)N1C23CC4NNC4C(C2N=N1)C3O (8-(4-bromophenyl)-12-hydroxy-3,4,8,9,10-pentazatetracyclo[5,4,1,02,5,07,11 ]dodec-9ene), CO (methanol), [OH-].[Na+] (NaOH). Run in O (water). Conditions: temperature 20 celsius, time 5 hour. Product: BrC1=CC=C(C=C1)N1C23CC4N=NC4C(C2N=N1)C3O (8-(4-bromophenyl)-12hydroxy-3,4,8,9,10-pentazatetracyclo[5,4,1,02,5,07,11 ]-dodeca-3,9-diene). Reaction SMILES: OO.[Br:3][C:4]1[CH:9]=[CH:8][C:7]([N:10]2[N:20]=[N:19][CH:18]3[C:11]42[CH:21]([OH:22])[CH:17]3[CH:16]2[CH:13]([NH:14][NH:15]2)[CH2:12]4)=[CH:6][CH:5]=1.CO.[OH-].[Na+]>O>[Br:3][C:4]1[CH:9]=[CH:8][C:7]([N:10]2[N:20]=[N:19][CH:18]3[C:11]42[CH:21]([OH:22])[CH:17]3[CH:16]2[CH:13]([N:14]=[N:15]2)[CH2:12]4)=[CH:6][CH:5]=1 |f:3.4|. Reported procedure: 35 parts of 30 percent strength aqueous H2O2 were added dropwise, in the course of 1 hour, to 50 parts of 8-(4-bromophenyl)-12-hydroxy-3,4,8,9,10-pentazatetracyclo[5,4,1,02,5,07,11 ]dodec-9ene (Compound No. 69) in 400 parts of methanol and 5 parts of 25 percent strength by weight aqueous NaOH, at 65° C., while stirring, and stirring was continued for 5 hours at 65° C. The mixture was cooled to 20° C., after which 1,500 parts of water were added, and the product was filtered off under suction, wa...